describe an organic reaction: reactants, conditions, products, and yield From a dataset of the Open Reaction Database (ORD), a public repository of structured organic reaction records. The reactants are CN, CC(=O)[O-], COc1cc(Cl)ccc1C=O, Cl, C[N+](=O)[O-], [Na+]. The product is COc1cc(Cl)ccc1C=C[N+](=O)[O-]. As a reaction SMILES: [CH3:17][NH2:18].[CH3:20][C:21](=[O:22])[O-:23].[Cl:1][c:2]1[cH:3][c:4]([O:10][CH3:11])[c:5]([CH:6]=[O:7])[cH:8][cH:9]1.[ClH:16].[N+:12](=[O:13])([O-:14])[CH3:15].[Na+:19]>>[Cl:1][c:2]1[cH:3][c:4]([O:10][CH3:11])[c:5]([CH:6]=[CH:15][N+:12](=[O:13])[O-:14])[cH:8][cH:9]1. Starting materials: C(C)(C)(C)OC(=O)NCCCNC=1C=CC=C2C=C(NC12)C(=O)N=C(NC)N (7-[(3-tert-butoxycarbonylaminopropyl)amino]-1-methyl-2-indoloylguanidine). Solvent: Cl.CO (hydrochloric acid methanol). Conditions: time 4 hour. Product: NCCCNC=1C=CC=C2C=C(NC12)C(=O)N=C(NC)N (7-[(3-aminopropyl)amino]-1-methyl-2-indoloylguanidine). Isolated yield 79.8%. RXN SMILES: C(OC([NH:8][CH2:9][CH2:10][CH2:11][NH:12][C:13]1[CH:14]=[CH:15][CH:16]=[C:17]2[C:21]=1[NH:20][C:19]([C:22]([N:24]=[C:25]([NH2:28])[NH:26][CH3:27])=[O:23])=[CH:18]2)=O)(C)(C)C>Cl.CO>[NH2:8][CH2:9][CH2:10][CH2:11][NH:12][C:13]1[CH:14]=[CH:15][CH:16]=[C:17]2[C:21]=1[NH:20][C:19]([C:22]([N:24]=[C:25]([NH2:28])[NH:26][CH3:27])=[O:23])=[CH:18]2 |f:1.2|. Procedure: After 0.04 g (0.10 mmol) of 7-[(3-tert-butoxycarbonylaminopropyl)amino]-1-methyl-2-indoloylguanidine was dissolved in 2 ml of hydrochloric acid/methanol, the solution was stirred at room temperature for 4 hours. The solvent was distilled off under reduced pressure. After 2N sodium hydroxide aqueous solution was added to the residue thus obtained, the mixture was extracted three times with chloroform. The combined extracts were dried over anhydrous sodium sulfate. The solvent was then distilled o... The reactants are Cn1c(Nc2cc(CNC(=O)OC(C)(C)C)ccc2Cl)nc2cc(Cl)c(N3CCCC(C(F)(F)F)C3)cc21, Cl, C1COCCO1, O. The product is Cn1c(Nc2cc(CN)ccc2Cl)nc2cc(Cl)c(N3CCCC(C(F)(F)F)C3)cc21. Reaction SMILES: [Cl:2][c:3]1[c:4]([NH:18][c:19]2[n:20][c:21]3[c:22]([n:23]2[CH3:24])[cH:25][c:26]([N:30]2[CH2:31][CH:32]([C:36]([F:37])([F:38])[F:39])[CH2:33][CH2:34][CH2:35]2)[c:27]([Cl:29])[cH:28]3)[cH:5][c:6]([CH2:7][NH:8][C:9](=[O:10])[O:11][C:12]([CH3:13])([CH3:14])[CH3:15])[cH:16][cH:17]1.[ClH:1].[O:40]1[CH2:41][CH2:42][O:43][CH2:44][CH2:45]1.[OH2:46]>>[Cl:2][c:3]1[c:4]([NH:18][c:19]2[n:20][c:21]3[c:22]([n:23]2[CH3:24])[cH:25][c:26]([N:30]2[CH2:31][CH:32]([C:36]([F:37])([F:38])[F:39])[CH2:33][CH2:34][CH2:35]2)[c:27]([Cl:29])[cH:28]3)[cH:5][c:6]([CH2:7][NH2:8])[cH:16][cH:17]1. Starting materials: Br, c1ccc(COCCc2ccc(-c3ccccc3)cn2)cc1, CC(=O)O. Product: OCCc1ccc(-c2ccccc2)cn1. As a reaction SMILES: [BrH:23].[CH2:1]([c:2]1[cH:3][cH:4][cH:5][cH:6][cH:7]1)[O:8][CH2:9][CH2:10][c:11]1[n:12][cH:13][c:14](-[c:17]2[cH:18][cH:19][cH:20][cH:21][cH:22]2)[cH:15][cH:16]1.[CH3:24][C:25](=[O:26])[OH:27]>>[OH:8][CH2:9][CH2:10][c:11]1[n:12][cH:13][c:14](-[c:17]2[cH:18][cH:19][cH:20][cH:21][cH:22]2)[cH:15][cH:16]1. The reactants are Cl (HCl), C(=O)C1=CC=C(C(=O)OC)C=C1 (methyl 4-formylbenzoate), CC(C(C)=O)=NO (2,3-butanedione 2-oxime). Solvent: CC(=O)O (HOAc), CCOCC (Et2O). Conditions: temperature 0 celsius, time 30 minute. The product is CC=1[N+](=C(OC1C)C1=CC=C(C(=O)OC)C=C1)[O-] (Methyl 4-(4,5-Dimethyl-3-oxido-1,3-oxazol-2-yl)benzoate). Isolated yield 97.5%. RXN SMILES: Cl.[CH:2]([C:4]1[CH:13]=[CH:12][C:7]([C:8]([O:10][CH3:11])=[O:9])=[CH:6][CH:5]=1)=[O:3].[CH3:14][C:15](=[N:19][OH:20])[C:16](=O)[CH3:17]>CC(O)=O.CCOCC>[CH3:14][C:15]1[N+:19]([O-:20])=[C:2]([C:4]2[CH:13]=[CH:12][C:7]([C:8]([O:10][CH3:11])=[O:9])=[CH:6][CH:5]=2)[O:3][C:16]=1[CH3:17]. Procedure: HCl gas was bubbled through a solution of methyl 4-formylbenzoate (8.20 g, 50.0 mmol) and 2,3-butanedione 2-oxime (5.05 g, 50 mmol) in HOAc (25 mL) at 0° C. and the mixture was stirred at 0° C. for 30 min. The mixture was diluted with Et2O (300 mL) and the resulting precipitate was filtered, washed with Et2O (50 mL) and dried in vacuo to give N-oxide 1 (12.05 g, 97%) as a white powder: mp (Et2O) 127-128° C.; 1H NMR (CDCl3) δ 8.44 (br d, J=8.8 Hz, 2H, H-2, H-6), 8.23 (br d, J=8.8 Hz, 2H, H-3, H-5... Reactants: CC1=C(CC=2C(=NNC2)N)C=CC=C1C (4-(2,3-dimethylbenzyl)-1H-pyrazol-3-amine), O=C(CC(=O)OCC)C1=CC=NC=C1 (ethyl 3-oxo-3-(4-pyridinyl)propanoate). The solvent is C(C)(=O)O (acetic acid). Run at time 2 hour. Yields the product CC1=C(CC=2C=NN3C2N=C(C=C3O)C3=CC=NC=C3)C=CC=C1C (3-(2,3-dimethylbenzyl)-5-(pyridin-4-yl)pyrazolo[1,5-a]pyrimidin-7-ol). Reaction SMILES: [CH3:1][C:2]1[C:14]([CH3:15])=[CH:13][CH:12]=[CH:11][C:3]=1[CH2:4][C:5]1[C:6]([NH2:10])=[N:7][NH:8][CH:9]=1.O=[C:17]([C:24]1[CH:29]=[CH:28][N:27]=[CH:26][CH:25]=1)[CH2:18][C:19](OCC)=[O:20]>C(O)(=O)C>[CH3:1][C:2]1[C:14]([CH3:15])=[CH:13][CH:12]=[CH:11][C:3]=1[CH2:4][C:5]1[CH:9]=[N:8][N:7]2[C:19]([OH:20])=[CH:18][C:17]([C:24]3[CH:29]=[CH:28][N:27]=[CH:26][CH:25]=3)=[N:10][C:6]=12. Procedure details: To a solution of 4-(2,3-dimethylbenzyl)-1H-pyrazol-3-amine (189 mg, 0.93 mmol) in acetic acid (2.0 mL) was added ethyl 3-oxo-3-(4-pyridinyl)propanoate (185 mg, 0.96 mmol) in a microwave reaction vessel. It was sealed and irradiated (microwave) at 140° C. for 60 minutes. The reaction mixture was cooled and stood for 2 hours. Precipitate was observed, filtered. Solid was washed with acetic acid (1 mL), then ethanol (1 mL×2). Solid was dried. The titled compound was obtained. (107 mg, 34%); LC/MS: ... Starting materials: CSc1ccccc1C(=O)N1CCc2nnc(Cl)cc2C1, NN, O. Yields the product CSc1ccccc1C(=O)N1CCc2nnc(NN)cc2C1. Reaction SMILES: [Cl:1][c:2]1[cH:3][c:4]2[c:5]([n:6][n:7]1)[CH2:8][CH2:9][N:10]([C:12]([c:13]1[c:14]([S:19][CH3:20])[cH:15][cH:16][cH:17][cH:18]1)=[O:21])[CH2:11]2.[NH2:23][NH2:24].[OH2:22]>>[c:2]1([NH:23][NH2:24])[cH:3][c:4]2[c:5]([n:6][n:7]1)[CH2:8][CH2:9][N:10]([C:12]([c:13]1[c:14]([S:19][CH3:20])[cH:15][cH:16][cH:17][cH:18]1)=[O:21])[CH2:11]2. Reagents/catalysts: C=1C=CC(=CC1)[P](C=2C=CC=CC2)(C=3C=CC=CC3)[Pd]([P](C=4C=CC=CC4)(C=5C=CC=CC5)C=6C=CC=CC6)([P](C=7C=CC=CC7)(C=8C=CC=CC8)C=9C=CC=CC9)[P](C=1C=CC=CC1)(C=1C=CC=CC1)C=1C=CC=CC1 (Pd(PPh3)4), [Cu]I (CuI). Product: C(C)(C)(C)O[C@H](C(=O)OC)C1=C(C2=C(N=C(S2)C=2SC(=CN2)N2CCN(CC2)C(C)C)C=C1C)C1=CC=C(C=C1)Cl ((S)-methyl 2-tert-butoxy-2-(7-(4-chlorophenyl)-2-(5-(4-isopropylpiperazin-1-yl)thiazol-2-yl)-5-methylbenzo[d]thiazol-6-yl)acetate). Reaction SMILES: Br[C:2]1[S:3][C:4]([N:7]2[CH2:12][CH2:11][N:10]([CH:13]([CH3:15])[CH3:14])[CH2:9][CH2:8]2)=[CH:5][N:6]=1.Br[C:17]1[S:18][C:19]2[C:25]([C:26]3[CH:31]=[CH:30][C:29]([Cl:32])=[CH:28][CH:27]=3)=[C:24]([C@H:33]([O:38][C:39]([CH3:42])([CH3:41])[CH3:40])[C:34]([O:36][CH3:37])=[O:35])[C:23]([CH3:43])=[CH:22][C:20]=2[N:21]=1>C1(C)C=CC=CC=1.C1C=CC([P]([Pd]([P](C2C=CC=CC=2)(C2C=CC=CC=2)C2C=CC=CC=2)([P](C2C=CC=CC=2)(C2C=CC=CC=2)C2C=CC=CC=2)[P](C2C=CC=CC=2)(C2C=CC=CC=2)C2C=CC=CC=2)(C2C=CC=CC=2)C2C=CC=CC=2)=CC=1.[Cu]I>[C:39]([O:38][C@@H:33]([C:24]1[C:23]([CH3:43])=[CH:22][C:20]2[N:21]=[C:17]([C:2]3[S:3][C:4]([N:7]4[CH2:12][CH2:11][N:10]([CH:13]([CH3:15])[CH3:14])[CH2:9][CH2:8]4)=[CH:5][N:6]=3)[S:18][C:19]=2[C:25]=1[C:26]1[CH:27]=[CH:28][C:29]([Cl:32])=[CH:30][CH:31]=1)[C:34]([O:36][CH3:37])=[O:35])([CH3:42])([CH3:40])[CH3:41] |^1:54,56,75,94|. Run in C1(=CC=CC=C1)C (toluene), C1(=CC=CC=C1)C (toluene). Conditions: temperature 110 celsius. The reactants are BrC=1SC(=CN1)N1CCN(CC1)C(C)C (2-bromo-5-(4-isopropylpiperazin-1-yl)thiazole), (SnBu3)2, BrC=1SC2=C(N1)C=C(C(=C2C2=CC=C(C=C2)Cl)[C@@H](C(=O)OC)OC(C)(C)C)C ((S)-methyl 2-(2-bromo-7-(4-chlorophenyl)-5-methylbenzo[d]thiazol-6-yl)-2-tert-butoxyacetate). Reported procedure: A 5 mL microwave reaction tube was charged with 2-bromo-5-(4-isopropylpiperazin-1-yl)thiazole (12 mg, 0.041 mmol), Pd(PPh3)4 (7 mg, 15 mol %), CuI (4 mg, 30 mol %) and (SnBu3)2 (48 mg, 2 eq.) and toluene (0.5 mL). The reaction was heated to 110° C. in oil bath. (S)-methyl 2-(2-bromo-7-(4-chlorophenyl)-5-methylbenzo[d]thiazol-6-yl)-2-tert-butoxyacetate (20 mg, 1.1 eq.) in toluene (4 mL) was added slowly (over 1.5 hours). The reaction was heated at 110° C. in oil bath for 2 hours. The reaction cru... The reactants are OC(C(=O)[O-])C(C(=O)[O-])O ((+)-2,3-dihydroxybutanedioate), C (charcoal), ClC1=CC2=C(N(C(N2)=O)C2CCN(CC2)CCCN2C(NC3=C2C=CC=C3)=O)C=C1 (5-chloro-1-{1-[3-(2,3-dihydro-2-oxo-1H-benzimidazol-1-yl)propyl]-4-piperidinyl}-1,3-dihydro-2H-benzimidazol-2-one). The solvent is O (water). Reaction conditions: time 3 hour. The product is 10.24, ClC1=CC2=C(N(C(N2)=O)C2CCN(CC2)CCCN2C(NC3=C2C=CC=C3)=O)C=C1 (5-chloro-1-{1-[3-(2,3-dihydro-2-oxo-1H-benzimidazol-1-yl)propyl]-4-piperidinyl}-1,3-dihydro-2H-benzimidazol-2-one), O.OC(C(=O)O)C(C(=O)O)O ((+)-2,3-dihydroxybutanedioate hydrate). Isolated yield 85.3%. As a reaction SMILES: [Cl:1][C:2]1[CH:30]=[CH:29][C:5]2[N:6]([CH:10]3[CH2:15][CH2:14][N:13]([CH2:16][CH2:17][CH2:18][N:19]4[C:23]5[CH:24]=[CH:25][CH:26]=[CH:27][C:22]=5[NH:21][C:20]4=[O:28])[CH2:12][CH2:11]3)[C:7](=[O:9])[NH:8][C:4]=2[CH:3]=1.[OH:31][CH:32]([CH:36]([OH:40])[C:37]([O-:39])=[O:38])[C:33]([O-:35])=[O:34].C>O>[Cl:1][C:2]1[CH:30]=[CH:29][C:5]2[N:6]([CH:10]3[CH2:15][CH2:14][N:13]([CH2:16][CH2:17][CH2:18][N:19]4[C:23]5[CH:24]=[CH:25][CH:26]=[CH:27][C:22]=5[NH:21][C:20]4=[O:28])[CH2:12][CH2:11]3)[C:7](=[O:9])[NH:8][C:4]=2[CH:3]=1.[OH2:31].[OH:31][CH:32]([CH:36]([OH:40])[C:37]([OH:39])=[O:38])[C:33]([OH:35])=[O:34] |f:5.6|. Procedure details: 10.2 parts of 5-chloro-1-{1-[3-(2,3-dihydro-2-oxo-1H-benzimidazol-1-yl)propyl]-4-piperidinyl}-1,3-dihydro-2H-benzimidazol-2-one are converted into the (+)-2,3-dihydroxybutanedioate salt in 100 parts of water at reflux temperature. The solution is treated for 10 minutes with a mixture of 0.5 parts of activated charcoal and 0.2 parts of hyflo. The latter is filtered off over hyflo and the filtrate is cooled till an oily precipitate is formed. The oily product solidifies upon heating for a while. T...